Dataset: the Open Reaction Database (ORD), a public repository of structured organic reaction records. Task: describe an organic reaction: reactants, conditions, products, and yield Reactants: CO, ClCCl, Cl, Cc1ccccc1C(=O)c1cnc(NCCCN)s1, O=S(=O)(Cl)c1cccs1. Yields the product Cc1ccccc1C(=O)c1cnc(NCCCNS(=O)(=O)c2cccs2)s1. RXN SMILES: [CH3:30][OH:31].[Cl:32][CH2:33][Cl:34].[ClH:1].[NH2:2][CH2:3][CH2:4][CH2:5][NH:6][c:7]1[s:8][c:9]([C:12](=[O:13])[c:14]2[c:15]([CH3:20])[cH:16][cH:17][cH:18][cH:19]2)[cH:10][n:11]1.[s:21]1[c:22]([S:26](=[O:27])(=[O:28])[Cl:29])[cH:23][cH:24][cH:25]1>>[NH:2]([CH2:3][CH2:4][CH2:5][NH:6][c:7]1[s:8][c:9]([C:12](=[O:13])[c:14]2[c:15]([CH3:20])[cH:16][cH:17][cH:18][cH:19]2)[cH:10][n:11]1)[S:26]([c:22]1[s:21][cH:25][cH:24][cH:23]1)(=[O:27])=[O:28]. The reactants are CCOC(=O)c1cc(Br)sc1CC, CN(C)C=O, [Cl-], OB(O)c1ccc(C(F)(F)F)cc1, [NH4+], [Na+], [Na+], O=C([O-])[O-], O. Yields the product CCOC(=O)c1cc(-c2ccc(C(F)(F)F)cc2)sc1CC. Reaction SMILES: [Br:1][c:2]1[cH:3][c:4]([C:9](=[O:10])[O:11][CH2:12][CH3:13])[c:5]([CH2:7][CH3:8])[s:6]1.[CH3:35][N:36]([CH3:37])[CH:38]=[O:39].[Cl-:33].[F:14][C:15]([c:16]1[cH:17][cH:18][c:19]([B:22]([OH:23])[OH:24])[cH:20][cH:21]1)([F:25])[F:26].[NH4+:34].[Na+:27].[Na+:28].[O-:29][C:30](=[O:31])[O-:32].[OH2:40]>>[c:2]1(-[c:19]2[cH:18][cH:17][c:16]([C:15]([F:14])([F:25])[F:26])[cH:21][cH:20]2)[cH:3][c:4]([C:9](=[O:10])[O:11][CH2:12][CH3:13])[c:5]([CH2:7][CH3:8])[s:6]1. The reactants are CC1=NC2=CC=CC=C2C1(C)C (2,3,3-Trimethyl indolenine), CC=1SC2=C(N1)C=CC=C2 (methylbenzothiazole), IC (iodomethane). The product is C1=CC=C(C=C1)N=CCC=NC2=CC=CC=C2 (Malonaldehyde dianil). Reaction SMILES: C[C:2]1[C:10]([CH3:12])(C)[C:9]2[C:4](=[CH:5][CH:6]=[CH:7][CH:8]=2)[N:3]=1.CC1S[C:16]2[CH:22]=[CH:21][CH:20]=[CH:19][C:17]=2[N:18]=1.IC>>[CH:21]1[CH:20]=[CH:19][C:17]([N:18]=[CH:12][CH2:10][CH:2]=[N:3][C:4]2[CH:5]=[CH:6][CH:7]=[CH:8][CH:9]=2)=[CH:16][CH:22]=1. Procedure: 2,3,3-Trimethyl indolenine, methylbenzothiazole, iodomethane, and diidopropane were purchased from Aldrich and used without further purification. Malonaldehyde dianil was synthesized according to literature reports (Glauert, R. H. and Mann, F. G. J. Chem. Soc. (1952) 5012, by the method of Claisen Ber. (1903) 36, 3668). Dry nitrobenzene was freshly distilled from CaH2. Dry triethylamine was distilled from Na°. DMF was predried with MgSO4, fractionally distilled and stored over molecular sieves. ... Starting materials: OC1=C(C=C(C(=S)O)C=C1)C (4-hydroxy-3-methylthiobenzoic acid), initial mixture, C1CCOC1 (THF), [H-].[H-].[H-].[H-].[Li+].[Al+3] (LiAlH4), C1CCOC1 (THF). Conditions: temperature 60 celsius, time 21 hour. The product is OCC1=CC(=C(C=C1)S)C (4-Hydroxymethyl-2-methylthiophenol). Reaction SMILES: [H-].[H-].[H-].[H-].[Li+].[Al+3].OC1C=[CH:15][C:11]([C:12](O)=[S:13])=[CH:10]C=1C.[CH2:18]1[CH2:22][O:21][CH2:20][CH2:19]1>>[OH:21][CH2:20][C:19]1[CH:18]=[CH:22][C:12]([SH:13])=[C:11]([CH3:15])[CH:10]=1 |f:0.1.2.3.4.5|. Procedure details: 95% LiAlH4 (0.55 g, 14 mmol) is introduced in absolute THF (10 ml) into a three-necked flask which is heated and flushed with argon. A solution of 4-hydroxy-3-methylthiobenzoic acid (1.37 g; 7.4 mmol) in absolute THF (15 ml) is added dropwise to this initial mixture with ice-cooling in the course of 5 min such that only moderate evolution of gas takes place. After addition is complete, the cooling is removed and the reaction mixture is stirred at RT for 30 min and at 55-65° C. for a further 21 h...